This data is from the Open Reaction Database (ORD), a public repository of structured organic reaction records. The task is: describe an organic reaction: reactants, conditions, products, and yield The reactants are COC(=O)CCCCCCCBr, O=C([O-])[O-], CC(C)=O, [K+], [K+], CN(C)C=O, CCCc1c(O)ccc(C(C)=O)c1O. The product is CCCc1c(OCCCCCCCC(=O)OC)ccc(C(C)=O)c1O. Reaction SMILES: [Br:15][CH2:16][CH2:17][CH2:18][CH2:19][CH2:20][CH2:21][CH2:22][C:23](=[O:24])[O:25][CH3:26].[C:27](=[O:28])([O-:29])[O-:30].[CH3:33][C:34](=[O:35])[CH3:36].[K+:31].[K+:32].[O:37]=[CH:38][N:39]([CH3:40])[CH3:41].[OH:1][c:2]1[c:3]([C:12]([CH3:13])=[O:14])[cH:4][cH:5][c:6]([OH:11])[c:7]1[CH2:8][CH2:9][CH3:10]>>[OH:1][c:2]1[c:3]([C:12]([CH3:13])=[O:14])[cH:4][cH:5][c:6]([O:11][CH2:16][CH2:17][CH2:18][CH2:19][CH2:20][CH2:21][CH2:22][C:23](=[O:24])[O:25][CH3:26])[c:7]1[CH2:8][CH2:9][CH3:10].